Dataset: the Open Reaction Database (ORD), a public repository of structured organic reaction records. Task: describe an organic reaction: reactants, conditions, products, and yield As a reaction SMILES: [Cl:1][C:2]1[CH:3]=[C:4]([CH2:10][CH2:11][C:12](O)=O)[CH:5]=[CH:6][C:7]=1[O:8][CH3:9].C1CCC(N=C=NC2CCCCC2)CC1.[N:30]1[C:34]2[CH:35]=[CH:36][C:37]([C:39]([NH:41][NH2:42])=O)=[CH:38][C:33]=2[NH:32][CH:31]=1.COC1C=CC(P2(SP(C3C=CC(OC)=CC=3)(=S)S2)=[S:52])=CC=1>>[Cl:1][C:2]1[CH:3]=[C:4]([CH:5]=[CH:6][C:7]=1[O:8][CH3:9])[CH2:10][CH2:11][C:12]1[S:52][C:39]([C:37]2[CH:36]=[CH:35][C:34]3[NH:30][CH:31]=[N:32][C:33]=3[CH:38]=2)=[N:41][N:42]=1. The reactants are ClC=1C=C(C=CC1OC)CCC(=O)O (3-(3-chloro-4-methoxyphenyl)propionic acid), COC=1C=CC(=CC1)P2(=S)SP(=S)(S2)C=3C=CC(=CC3)OC (Lawesson's reagent), C1CCC(CC1)N=C=NC2CCCCC2 (DCC), N1=CNC2=C1C=CC(=C2)C(=O)NN (benzimidazol-5-carbohydrazide). Procedure details: The compound was synthesized starting from 3-(3-chloro-4-methoxyphenyl)propionic acid (215 mg; 1 mmol), DCC (206 mg; 1 mmol), benzimidazol-5-carbohydrazide (176 mg; 1 mmol) and Lawesson's reagent (606 mg; 1.5 mmol) as described in method 2; yield: 0.032 g (8.6%); MS m/z: 371.1/373.2 [M+H]+; 1H-NMR (DMSO d6, 400 MHz): δ 3.05 (t, 2H, 3J=7.5 Hz); 3.44 (t, 2H, 3J=7.5 Hz); 3.81 (s, 3H); 7.05 (d, 1H, 3J=8.7 Hz); 7.22 (dd, 1H, 4J=2.1 Hz, 3J=8.7 Hz); 7.39 (d, 1H, 4J=2.1 Hz); 7.83 (d, 1H, 3J=8.7 Hz); 7.9... Product: ClC=1C=C(CCC2=NN=C(S2)C2=CC3=C(NC=N3)C=C2)C=CC1OC (5-(5-(3-Chloro-4-methoxyphenethyl)-1,3,4-thiadiazol-2-yl)-1H-benzo[d]imidazole).